Task: describe an organic reaction: reactants, conditions, products, and yield. Dataset: the Open Reaction Database (ORD), a public repository of structured organic reaction records Starting materials: COC[C@H]1NCCC1 ((S)-2-(methoxymethyl)pyrrolidine), ClC=1C(=NC2=CC=C(C=C2N1)C(=O)OC)C1=CC=CC=C1 (methyl 3-chloro-2-phenylquinoxaline-6-carboxylate), C([O-])([O-])=O.[K+].[K+] (potassium carbonate). Solvent: C1(=CC=CC=C1)C.CS(=O)C (toluene DMSO). Run at temperature 100 celsius, time 8 hour. The product is COC[C@H]1N(CCC1)C=1C(=NC2=CC=C(C=C2N1)C(=O)OC)C1=CC=CC=C1 ((S)-methyl 3-(2-(methoxymethyl)pyrrolidin-1-yl)-2-phenylquinoxaline-6-carboxylate). As a reaction SMILES: [CH3:1][O:2][CH2:3][C@@H:4]1[CH2:8][CH2:7][CH2:6][NH:5]1.Cl[C:10]1[C:11]([C:24]2[CH:29]=[CH:28][CH:27]=[CH:26][CH:25]=2)=[N:12][C:13]2[C:18]([N:19]=1)=[CH:17][C:16]([C:20]([O:22][CH3:23])=[O:21])=[CH:15][CH:14]=2.C(=O)([O-])[O-].[K+].[K+]>C1(C)C=CC=CC=1.CS(C)=O>[CH3:1][O:2][CH2:3][C@@H:4]1[CH2:8][CH2:7][CH2:6][N:5]1[C:10]1[C:11]([C:24]2[CH:29]=[CH:28][CH:27]=[CH:26][CH:25]=2)=[N:12][C:13]2[C:18]([N:19]=1)=[CH:17][C:16]([C:20]([O:22][CH3:23])=[O:21])=[CH:15][CH:14]=2 |f:2.3.4,5.6|. Procedure details: Into a 10-mL pressure tank reactor, was placed (S)-2-(methoxymethyl)pyrrolidine (96.45 mg, 0.85 mmol, 5.00 equiv), methyl 3-chloro-2-phenylquinoxaline-6-carboxylate (50 mg, 0.17 mmol, 1.00 equiv), potassium carbonate (46.7 mg, 0.34 mmol, 2.00 equiv), toluene/DMSO (2/0.4 mL). The resulting solution was stirred overnight at 100° C. in an oil bath. The resulting mixture was concentrated under vacuum. The reaction was then quenched by the addition of 10 mL of water. The resulting solution was extrac... Reactants: ClCCl (dichloromethane), FC1=NC(=CC=C1B(O)O)OCCCCCCCC (2-fluoro-6-octyloxypyridine-3-boronic acid), BrC1=CC=C(C=C1)C1=CC=C(C=C1)OCCCCCCCC (4-bromo-4'-octyloxybiphenyl), C([O-])([O-])=O.[Na+].[Na+] (sodium carbonate). The reagents and catalysts are C=1C=CC(=CC1)[P](C=2C=CC=CC2)(C=3C=CC=CC3)[Pd]([P](C=4C=CC=CC4)(C=5C=CC=CC5)C=6C=CC=CC6)([P](C=7C=CC=CC7)(C=8C=CC=CC8)C=9C=CC=CC9)[P](C=1C=CC=CC1)(C=1C=CC=CC1)C=1C=CC=CC1 (tetrakis(triphenylphosphine)palladium). Run in O (water), C(C)O (ethanol), C1=CC=CC=C1 (benzene), O (water). The product is FC1=NC(=CC=C1C1=CC=C(C=C1)C1=CC=C(C=C1)OCCCCCCCC)OCCCCCCCC (2-fluoro-6-octyloxy-3-[4-(4-octyloxyphenyl)phenyl]pyridine). The yield is 13.2%. As a reaction SMILES: [F:1][C:2]1[C:7](B(O)O)=[CH:6][CH:5]=[C:4]([O:11][CH2:12][CH2:13][CH2:14][CH2:15][CH2:16][CH2:17][CH2:18][CH3:19])[N:3]=1.Br[C:21]1[CH:26]=[CH:25][C:24]([C:27]2[CH:32]=[CH:31][C:30]([O:33][CH2:34][CH2:35][CH2:36][CH2:37][CH2:38][CH2:39][CH2:40][CH3:41])=[CH:29][CH:28]=2)=[CH:23][CH:22]=1.C(=O)([O-])[O-].[Na+].[Na+].ClCCl>C(O)C.C1C=CC=CC=1.O.C1C=CC([P]([Pd]([P](C2C=CC=CC=2)(C2C=CC=CC=2)C2C=CC=CC=2)([P](C2C=CC=CC=2)(C2C=CC=CC=2)C2C=CC=CC=2)[P](C2C=CC=CC=2)(C2C=CC=CC=2)C2C=CC=CC=2)(C2C=CC=CC=2)C2C=CC=CC=2)=CC=1>[F:1][C:2]1[C:7]([C:21]2[CH:22]=[CH:23][C:24]([C:27]3[CH:28]=[CH:29][C:30]([O:33][CH2:34][CH2:35][CH2:36][CH2:37][CH2:38][CH2:39][CH2:40][CH3:41])=[CH:31][CH:32]=3)=[CH:25][CH:26]=2)=[CH:6][CH:5]=[C:4]([O:11][CH2:12][CH2:13][CH2:14][CH2:15][CH2:16][CH2:17][CH2:18][CH3:19])[N:3]=1 |f:2.3.4,^1:64,66,85,104|. Procedure details: 2.10 g (7.50 mmol) of 2-fluoro-6-octyloxypyridine-3-boronic acid (prepared as described in Example 5) in 35 ml of ethanol are refluxed together with 2.70 g (7.50 mmol) of 4-bromo-4'-octyloxybiphenyl and 0.29 g (0.24 mmol) of tetrakis(triphenylphosphine)palladium in 46 ml of benzene and 2.5 g (23.40 mmol) of sodium carbonate in 11 ml of water for 20 hours. After distributing the reaction mixture between water and dichloromethane, the organic phase is washed with sodium chloride solution, dried ov... The reactants are CC(C)(C)[Si](C)(C)OCCOc1cccc(C2=NC(c3ccccc3)CO2)c1, C1CCOC1, CCCC[N+](CCCC)(CCCC)CCCC, [F-]. Yields the product OCCOc1cccc(C2=NC(c3ccccc3)CO2)c1. RXN SMILES: [C:1]([Si:2]([CH3:3])([CH3:4])[O:6][CH2:7][CH2:8][O:9][c:10]1[cH:11][c:12]([C:16]2=[N:20][CH:19]([c:21]3[cH:22][cH:23][cH:24][cH:25][cH:26]3)[CH2:18][O:17]2)[cH:13][cH:14][cH:15]1)([CH3:5])([CH3:27])[CH3:28].[CH2:47]1[O:48][CH2:49][CH2:50][CH2:51]1.[CH3:30][CH2:31][CH2:32][CH2:33][N+:34]([CH2:35][CH2:36][CH2:37][CH3:38])([CH2:39][CH2:40][CH2:41][CH3:42])[CH2:43][CH2:44][CH2:45][CH3:46].[F-:29]>>[OH:6][CH2:7][CH2:8][O:9][c:10]1[cH:11][c:12]([C:16]2=[N:20][CH:19]([c:21]3[cH:22][cH:23][cH:24][cH:25][cH:26]3)[CH2:18][O:17]2)[cH:13][cH:14][cH:15]1. The reactants are COC=1C(CCCCN1)CC=C (3,4,5,6-tetrahydro-7-methoxy-6-(2-propenyl)-2H-azepine), [Cl-].[NH4+] (ammonium chloride). The solvent is CO (MeOH). Product: Cl.C(C=C)C1C(NCCCC1)=N (hexahydro-3-(2-propenyl)-1H-azepin-2-imine, monohydrochloride). Isolated yield 78.3%. Reaction SMILES: CO[C:3]1[CH:4]([CH2:10][CH:11]=[CH2:12])[CH2:5][CH2:6][CH2:7][CH2:8][N:9]=1.[Cl-:13].[NH4+:14]>CO>[ClH:13].[CH2:10]([CH:4]1[CH2:5][CH2:6][CH2:7][CH2:8][NH:9][C:3]1=[NH:14])[CH:11]=[CH2:12] |f:1.2,4.5|. Reported procedure: The product of EXAMPLE 105 (90 mg, 0.54 mmol) in 10 mL of MeOH was reacted with ammonium chloride (24.5 mg, 0.46 mmol) by the method of EXAMPLE 27 to yield 68 mg (67%) of the title material. Reactants: C1CCOC1, COc1cc(CBr)cc(OC)c1OC, CCOC(C)=O, Clc1ccc(C2(CCOC3CCCCO3)CCNC2)cc1Cl, [K+], [K+], O=C([O-])[O-], O. The product is COc1cc(CN2CCC(CCOC3CCCCO3)(c3ccc(Cl)c(Cl)c3)C2)cc(OC)c1OC. As a reaction SMILES: [CH2:43]1[O:44][CH2:45][CH2:46][CH2:47]1.[CH3:29][O:30][c:31]1[cH:32][c:33]([CH2:34][Br:35])[cH:36][c:37]([O:41][CH3:42])[c:38]1[O:39][CH3:40].[CH3:49][CH2:50][O:51][C:52](=[O:53])[CH3:54].[Cl:1][c:2]1[cH:3][c:4]([C:9]2([CH2:14][CH2:15][O:16][CH:17]3[O:18][CH2:19][CH2:20][CH2:21][CH2:22]3)[CH2:10][CH2:11][NH:12][CH2:13]2)[cH:5][cH:6][c:7]1[Cl:8].[K+:23].[K+:24].[O-:25][C:26]([O-:27])=[O:28].[OH2:48]>>[Cl:1][c:2]1[cH:3][c:4]([C:9]2([CH2:14][CH2:15][O:16][CH:17]3[O:18][CH2:19][CH2:20][CH2:21][CH2:22]3)[CH2:10][CH2:11][N:12]([CH2:34][c:33]3[cH:32][c:31]([O:30][CH3:29])[c:38]([O:39][CH3:40])[c:37]([O:41][CH3:42])[cH:36]3)[CH2:13]2)[cH:5][cH:6][c:7]1[Cl:8]. Reactants: ClC1=C(C(=CC=C1)Cl)CS(=O)(=O)C=1C=C2/C(/C(NC2=CC1)=O)=C/C1=C(C(=C(N1)C)C(=O)O)C (5-[5-(2,6-dichloro-phenylmethanesulfonyl)-2-oxo-1,2-dihydro-indol-(3Z)-ylidenemethyl]-2,4-dimethyl-1H-pyrrole-3-carboxylic acid), C=1C=CC2=C(C1)N=NN2O (HOBt), CCN=C=NCCCN(C)C.Cl (EDAC.HCl), NC(CO)(CO)CO (2-amino-2-hydroxymethyl-propane-1,3-diol), TEA. The solvent is CN(C)C=O (DMF). Conditions: time 9 day. Yields the product OCC(CO)(CO)NC(=O)C1=C(NC(=C1C)\C=C\1/C(NC2=CC=C(C=C12)S(=O)(=O)CC1=C(C=CC=C1Cl)Cl)=O)C (5-[5-(2,6-Dichloro-phenylmethanesulfonyl)-2-oxo-1,2-dihydro-indol-(3Z)-ylidenemethyl]-2,4-dimethyl-1H-pyrrole-3-carboxylic acid (2-Hydroxy-1,1-bis-hydroxymethyl-ethyl)-amide). As a reaction SMILES: [Cl:1][C:2]1[CH:7]=[CH:6][CH:5]=[C:4]([Cl:8])[C:3]=1[CH2:9][S:10]([C:13]1[CH:14]=[C:15]2[C:19](=[CH:20][CH:21]=1)[NH:18][C:17](=[O:22])/[C:16]/2=[CH:23]\[C:24]1[NH:28][C:27]([CH3:29])=[C:26]([C:30]([OH:32])=O)[C:25]=1[CH3:33])(=[O:12])=[O:11].C1C=CC2N(O)N=NC=2C=1.CCN=C=NCCCN(C)C.Cl.[NH2:56][C:57]([CH2:62][OH:63])([CH2:60][OH:61])[CH2:58][OH:59]>CN(C=O)C>[OH:59][CH2:58][C:57]([NH:56][C:30]([C:26]1[C:25]([CH3:33])=[C:24](/[CH:23]=[C:16]2\[C:17](=[O:22])[NH:18][C:19]3[C:15]\2=[CH:14][C:13]([S:10]([CH2:9][C:3]2[C:2]([Cl:1])=[CH:7][CH:6]=[CH:5][C:4]=2[Cl:8])(=[O:11])=[O:12])=[CH:21][CH:20]=3)[NH:28][C:27]=1[CH3:29])=[O:32])([CH2:62][OH:63])[CH2:60][OH:61] |f:2.3|. Reported procedure: To a mixture of 5-[5-(2,6-dichloro-phenylmethanesulfonyl)-2-oxo-1,2-dihydro-indol-(3Z)-ylidenemethyl]-2,4-dimethyl-1H-pyrrole-3-carboxylic acid (100 mg, 0.19 mmol), HOBt (31 mg, 1.2 eq.), EDAC.HCl (44 mg, 1.2 eq.) and 2-amino-2-hydroxymethyl-propane-1,3-diol (58 mg, 1.1 eq.) in DMF (2 mL) was added TEA (0.066 mL, 2.5 eq.). After stirring at rt for 9 days, the reaction was concentrated, diluted with DCM and then added solid sodium bicarbonate. After stirring at rt for 15 mins, the resulted suspen... The reactants are C=O, CC(C)CC(NC(C)C)C(=O)O. Yields the product CC(C)CC(C(=O)O)N(C)C(C)C. Reaction SMILES: [CH2:13]=[O:14].[CH:1]([CH3:2])([CH3:3])[NH:4][CH:5]([C:6](=[O:7])[OH:8])[CH2:9][CH:10]([CH3:11])[CH3:12]>>[CH:1]([CH3:2])([CH3:3])[N:4]([CH:5]([C:6](=[O:7])[OH:8])[CH2:9][CH:10]([CH3:11])[CH3:12])[CH3:13].